From a dataset of the Open Reaction Database (ORD), a public repository of structured organic reaction records. describe an organic reaction: reactants, conditions, products, and yield Reactants: S1C=C(C=C1)C(=C1CCN(CC1)C)C1=CSC=C1 (4-(di-3-thienyl-methylene)-N-methyl-piperidine), OO (hydrogen peroxide). Run in CO (methanol). Run at time 8 day. Product: S1C=C(C=C1)C(=C1CC[N+](CC1)(C)[O-])C1=CSC=C1 (4-(Di-3-thienyl-methylene)-N-methyl-piperidine-oxide). Isolated yield 77.0%. RXN SMILES: [S:1]1[CH:5]=[CH:4][C:3]([C:6]([C:14]2[CH:18]=[CH:17][S:16][CH:15]=2)=[C:7]2[CH2:12][CH2:11][N:10]([CH3:13])[CH2:9][CH2:8]2)=[CH:2]1.[OH:19]O>CO>[S:1]1[CH:5]=[CH:4][C:3]([C:6]([C:14]2[CH:18]=[CH:17][S:16][CH:15]=2)=[C:7]2[CH2:12][CH2:11][N+:10]([O-:19])([CH3:13])[CH2:9][CH2:8]2)=[CH:2]1. Reported procedure: 5.5 grams (0.02 mole) of 4-(di-3-thienyl-methylene)-N-methyl-piperidine were dissolved in 50 ml of methanol and treated with 7.2 grams of 30% hydrogen peroxide dropwise with ice cooling and left at room temperature for 8 days. Excess hydrogen peroxide was destroyed by the addition of Pt-carbon. After the filtering and removal of the solvent at room temperature the amineoxide was crystallized in ethyl acetate. M.P. 92°-96° C.; Yield: 77%. Starting materials: COC(CBr)OC, [H-], [Na+], CN(C)C=O, COC(=O)c1ccc(O)cc1. Product: COC(=O)c1ccc(OCC(OC)OC)cc1. As a reaction SMILES: [CH3:12][O:13][CH:14]([CH2:15][Br:16])[O:17][CH3:18].[H-:19].[Na+:20].[O:21]=[CH:22][N:23]([CH3:24])[CH3:25].[OH:1][c:2]1[cH:3][cH:4][c:5]([C:6](=[O:7])[O:8][CH3:9])[cH:10][cH:11]1>>[O:1]([c:2]1[cH:3][cH:4][c:5]([C:6](=[O:7])[O:8][CH3:9])[cH:10][cH:11]1)[CH2:15][CH:14]([O:13][CH3:12])[O:17][CH3:18]. Reactants: CCOC(=O)CCc1cc2nccc(Oc3cc4ccccc4nc3C)c2cc1OC, CCCCCC, C1CCOC1, O. The product is COc1cc2c(Oc3cc4ccccc4nc3C)ccnc2cc1CCCO. RXN SMILES: [CH3:1][O:2][c:3]1[cH:4][c:5]2[c:6]([O:20][c:21]3[c:22]([CH3:31])[n:23][c:24]4[cH:25][cH:26][cH:27][cH:28][c:29]4[cH:30]3)[cH:7][cH:8][n:9][c:10]2[cH:11][c:12]1[CH2:13][CH2:14][C:15](=[O:16])[O:17][CH2:18][CH3:19].[CH3:32][CH2:33][CH2:34][CH2:35][CH2:36][CH3:37].[O:39]1[CH2:40][CH2:41][CH2:42][CH2:43]1.[OH2:38]>>[CH3:1][O:2][c:3]1[cH:4][c:5]2[c:6]([O:20][c:21]3[c:22]([CH3:31])[n:23][c:24]4[cH:25][cH:26][cH:27][cH:28][c:29]4[cH:30]3)[cH:7][cH:8][n:9][c:10]2[cH:11][c:12]1[CH2:13][CH2:14][CH2:15][OH:16]. The reactants are CCOC(C)=O, CO, Cn1nc(C(=O)O)c(Cl)cc1=O, Cl. The product is COC(=O)c1nn(C)c(=O)cc1Cl. As a reaction SMILES: [CH3:14][CH2:15][O:16][C:17]([CH3:18])=[O:19].[CH3:20][OH:21].[Cl:1][c:2]1[c:3]([C:10](=[O:11])[OH:12])[n:4][n:5]([CH3:9])[c:6](=[O:8])[cH:7]1.[ClH:13]>>[Cl:1][c:2]1[c:3]([C:10](=[O:11])[O:12][CH3:14])[n:4][n:5]([CH3:9])[c:6](=[O:8])[cH:7]1. Reactants: C(C1=CC=CC=C1)OC1=C2N(C(=NC1=O)CC1(CCCC1)N1C=CC=3C1=NC=CC3)CCN(C2=O)C (9-benzyloxy-2-methyl-6-(1-pyrrolo[2,3-b]pyridin-1-yl-cyclopentylmethyl)-3,4-dihydro-2H-pyrazino[1,2-c]pyrimidine-1,8-dione), C1(CC1)CN(C(=O)C1=NC(=NC(=C1OCC1=CC=CC=C1)O)CC1(CCCC1)N1C=CC=2C1=NC=CC2)CCO (5-Benzyloxy-6-hydroxy-2-(1-pyrrolo[2,3-b]pyridin-1-yl-cyclopentylmethyl)-pyrimidine-4-carboxylic acid cyclopropylmethyl-(2-hydroxyethyl)-amide). The product is C(C1=CC=CC=C1)OC1=C2N(C(=NC1=O)CC1(CCCC1)N1C=CC=3C1=NC=CC3)CCN(C2=O)CC2CC2 (9-Benzyloxy-2-cyclopropylmethyl-6-(1-pyrrolo[2,3-b]pyridin-1-yl-cyclopentylmethyl)-3,4-dihydro-2H-pyrazino[1,2-c]pyrimidine-1,8-dione), solid. Yield: 46.0%. Reaction SMILES: C(OC1C(=O)N=C(CC2(N3C4=NC=CC=C4C=C3)CCCC2)N2CCN(C)C(=O)C=12)C1C=CC=CC=1.[CH:37]1([CH2:40][N:41]([CH2:74][CH2:75]O)[C:42]([C:44]2[C:49]([O:50][CH2:51][C:52]3[CH:57]=[CH:56][CH:55]=[CH:54][CH:53]=3)=[C:48]([OH:58])[N:47]=[C:46]([CH2:59][C:60]3([N:65]4[C:69]5=[N:70][CH:71]=[CH:72][CH:73]=[C:68]5[CH:67]=[CH:66]4)[CH2:64][CH2:63][CH2:62][CH2:61]3)[N:45]=2)=[O:43])[CH2:39][CH2:38]1>>[CH2:51]([O:50][C:49]1[C:48](=[O:58])[N:47]=[C:46]([CH2:59][C:60]2([N:65]3[C:69]4=[N:70][CH:71]=[CH:72][CH:73]=[C:68]4[CH:67]=[CH:66]3)[CH2:64][CH2:63][CH2:62][CH2:61]2)[N:45]2[CH2:75][CH2:74][N:41]([CH2:40][CH:37]3[CH2:39][CH2:38]3)[C:42](=[O:43])[C:44]=12)[C:52]1[CH:57]=[CH:56][CH:55]=[CH:54][CH:53]=1. Procedure details: 9-Benzyloxy-2-cyclopropylmethyl-6-(1-pyrrolo[2,3-b]pyridin-1-yl-cyclopentylmethyl)-3,4-dihydro-2H-pyrazino[1,2-c]pyrimidine-1,8-dione (415) was prepared following the same method as described for 9-benzyloxy-2-methyl-6-(1-pyrrolo[2,3-b]pyridin-1-yl-cyclopentylmethyl)-3,4-dihydro-2H-pyrazino[1,2-c]pyrimidine-1,8-dione (407) from 5-benzyloxy-6-hydroxy-2-(1-pyrrolo[2,3-b]pyridin-1-yl-cyclopentylmethyl)-pyrimidine-4-carboxylic acid cyclopropylmethyl-(2-hydroxyethyl)-amide (414) (130 mg, 0.24 mmol) a...